Dataset: the Open Reaction Database (ORD), a public repository of structured organic reaction records. Task: describe an organic reaction: reactants, conditions, products, and yield Reactants: CC(=O)OC(C)=O, CN(C)c1ccncc1, ClC(Cl)Cl, Cc1cc(OCCC(C)(C)O)cc(C)c1-c1cccc(COc2ccc(C=O)cc2)c1, c1ccncc1. The product is CC(=O)OC(C)(C)CCOc1cc(C)c(-c2cccc(COc3ccc(C=O)cc3)c2)c(C)c1. RXN SMILES: [CH3:32][C:33](=[O:34])[O:35][C:36](=[O:37])[CH3:38].[CH3:45][N:46]([c:47]1[cH:48][cH:49][n:50][cH:51][cH:52]1)[CH3:53].[CH:54]([Cl:55])([Cl:56])[Cl:57].[OH:1][C:2]([CH2:3][CH2:4][O:5][c:6]1[cH:7][c:8]([CH3:29])[c:9](-[c:13]2[cH:14][c:15]([CH2:19][O:20][c:21]3[cH:22][cH:23][c:24]([CH:25]=[O:26])[cH:27][cH:28]3)[cH:16][cH:17][cH:18]2)[c:10]([CH3:12])[cH:11]1)([CH3:30])[CH3:31].[cH:39]1[cH:40][cH:41][n:42][cH:43][cH:44]1>>[O:1]([C:2]([CH2:3][CH2:4][O:5][c:6]1[cH:7][c:8]([CH3:29])[c:9](-[c:13]2[cH:14][c:15]([CH2:19][O:20][c:21]3[cH:22][cH:23][c:24]([CH:25]=[O:26])[cH:27][cH:28]3)[cH:16][cH:17][cH:18]2)[c:10]([CH3:12])[cH:11]1)([CH3:30])[CH3:31])[C:33]([CH3:32])=[O:34]. Reactants: BrBr (Bromine), C(C)(C)(C)C1=C(C=C2CC(C(C2=C1)=O)C)OC (6-tert-butyl-5-methoxy-2-methyl-1-indanone), CC(=O)[O-].[Na+] (NaOAc), BrBr (Br2), CC(=O)[O-].[Na+] (NaOAc). The reagents and catalysts are [Br-].C(CCC)[N+](CCCC)(CCCC)CCCC (tetrabutylammonium bromide). Solvent: C(Cl)Cl (CH2Cl2), O (H2O). Run at time 16 hour. Product: BrC1=C2CC(C(C2=CC(=C1OC)C(C)(C)C)=O)C (4-bromo-6-tert-butyl-5-methoxy-2-methyl-1-indanone). As a reaction SMILES: [Br:1]Br.[C:3]([C:7]1[CH:15]=[C:14]2[C:10]([CH2:11][CH:12]([CH3:17])[C:13]2=[O:16])=[CH:9][C:8]=1[O:18][CH3:19])([CH3:6])([CH3:5])[CH3:4].CC([O-])=O.[Na+]>[Br-].C([N+](CCCC)(CCCC)CCCC)CCC.C(Cl)Cl.O>[Br:1][C:9]1[C:8]([O:18][CH3:19])=[C:7]([C:3]([CH3:4])([CH3:6])[CH3:5])[CH:15]=[C:14]2[C:10]=1[CH2:11][CH:12]([CH3:17])[C:13]2=[O:16] |f:2.3,4.5|. Reported procedure: Bromine (4.4 ml, 86 mmol) was added at 0° C. to a mixture of 6-tert-butyl-5-methoxy-2-methyl-1-indanone (20 g, 86 mmol), NaOAc (20.4 g) and tetrabutylammonium bromide (0.5 g) in CH2Cl2 (50 ml) and H2O (150 ml). After 16 h, 2.5 ml of Br2 and 12 g of NaOAc were added. After 24 h of stirring, the organic phase was separated, washed with water, 10% aq. Na2SO3, aq. NaHCO3, dried over MgSO4 and evaporated. The residue was used without purification. The reactants are [OH-].[K+] (KOH), 1/1, ice water, C(C)(C)(C)OC(=O)OC1=CC=C(C=C)C=C1 (4-(t-butyloxycarbonyloxy)styrene). Solvent: CO (methanol), [OH-].C[N+](C)(C)C (tetramethylammoniumhydroxide), O (water). Conditions: time 6.5 minute. Yields the product C(=C)C1=CC=C(C=C1)O (4-vinylphenol). Reaction SMILES: [OH-].[K+].C(OC([O:10][C:11]1[CH:18]=[CH:17][C:14]([CH:15]=[CH2:16])=[CH:13][CH:12]=1)=O)(C)(C)C>O.CO.[OH-].C[N+](C)(C)C>[CH:15]([C:14]1[CH:17]=[CH:18][C:11]([OH:10])=[CH:12][CH:13]=1)=[CH2:16] |f:0.1,5.6|. Reported procedure: In a 2 L Erlenmeyer flask, 140 g (2.5 mol) of KOH was dissolved in 250 mL of water, and the solution was diluted with 250 mL of methanol and 10 mL of tetramethylammoniumhydroxide. Then, 110 g (0.50 mol) of 4-(t-butyloxycarbonyloxy)styrene (tBOCstyrene) was added and the mixture heated to boiling. After 5-8 minutes, the mixture cleared to a yellow solution and was cooled by the addition of 500 mL of a 1/1 ice-water mixture. This mixture was washed with 250 mL of dichloromethane and 250 mL of ethy... Starting materials: [N+](=O)([O-])C=1C=NC=CC1N1CCN(CC1)C(=O)OCC (ethyl 4-(3-nitro-4-pyridinyl)-1-piperazinecarboxylate), O (water), Cl (HCl). Solvent: C(C)O (ethanol). Product: NC=1C=NC=CC1N1CCN(CC1)C(=O)OCC (ethyl 4-(3-amino-4-pyridinyl)-1-piperazinecarboxylate). Procedure: A mechanically stirred solution of ethyl 4-(3-nitro-4-pyridinyl)-1-piperazinecarboxylate (10 g, 35.7 mmol) and iron filings [40 mesh](21.7 g, 389 mmol) in a mixture of 50 mL of ethanol, 7 mL of water and 0.36 mL of concentrated HCl was heated to reflux for 4 h. The hot solution was filtered and concentrated in vacuo to give of ethyl 4-(3-amino-4-pyridinyl)-1-piperazinecarboxylate (8.5 g, 95%). An analytical sample was obtained by recrystallization from ethyl acetate in hexanes: mp 141°-142° C. A... Reagents/catalysts: [Fe] (iron). The yield is 95.1%. RXN SMILES: [N+:1]([C:4]1[CH:5]=[N:6][CH:7]=[CH:8][C:9]=1[N:10]1[CH2:15][CH2:14][N:13]([C:16]([O:18][CH2:19][CH3:20])=[O:17])[CH2:12][CH2:11]1)([O-])=O.O.Cl>C(O)C.[Fe]>[NH2:1][C:4]1[CH:5]=[N:6][CH:7]=[CH:8][C:9]=1[N:10]1[CH2:15][CH2:14][N:13]([C:16]([O:18][CH2:19][CH3:20])=[O:17])[CH2:12][CH2:11]1. Starting materials: CC(O)CBr, O=C([O-])[O-], CC#N, [K+], [K+], O=Cc1cn[nH]c1. Product: CC(O)Cn1cc(C=O)cn1. RXN SMILES: [Br:8][CH2:9][CH:10]([CH3:11])[OH:12].[C:13](=[O:14])([O-:15])[O-:16].[CH3:19][C:20]#[N:21].[K+:17].[K+:18].[nH:1]1[n:2][cH:3][c:4]([CH:6]=[O:7])[cH:5]1>>[n:1]1([CH2:9][CH:10]([CH3:11])[OH:12])[n:2][cH:3][c:4]([CH:6]=[O:7])[cH:5]1.